Dataset: the Open Reaction Database (ORD), a public repository of structured organic reaction records. Task: describe an organic reaction: reactants, conditions, products, and yield Reactants: O (water), C(C1=CC=CC=C1)N1CC(C(CC1)C)N(C=1C2=C(N=CN1)NC=C2)C ((1-benzyl-4-methyl-piperidin-3-yl)-methyl-(7H-pyrrolo[2,3-d]pyrimidin-4-yl)-amine), C(C)(=O)O (acetic acid). RXN SMILES: O.C([N:9]1[CH2:14][CH2:13][CH:12]([CH3:15])[CH:11]([N:16]([CH3:26])[C:17]2[C:18]3[CH:25]=[CH:24][NH:23][C:19]=3[N:20]=[CH:21][N:22]=2)[CH2:10]1)C1C=CC=CC=1.C(O)(=O)C>[OH-].[OH-].[Pd+2].C(O)(C)C>[CH3:26][N:16]([C@@H:11]1[C@H:12]([CH3:15])[CH2:13][CH2:14][NH:9][CH2:10]1)[C:17]1[C:18]2[CH:25]=[CH:24][NH:23][C:19]=2[N:20]=[CH:21][N:22]=1 |f:3.4.5|. Solvent: C(C)(C)O (isopropanol). Reported procedure: To a clean, dry, nitrogen-purged 2 L hydrogenation reactor were charged 20 wt % Pd(OH)2/C (24.0 g, 50% water wet), water (160 ml), isopropanol (640 ml), (1-benzyl-4-methyl-piperidin-3-yl)-methyl-(7H-pyrrolo[2,3-d]pyrimidin-4-yl)-amine (160.0 g, 0.48 mol), and acetic acid (28.65 g, 0.48 mol). The reactor was purged with three times at 50 psi with nitrogen and three times at 50 psi with hydrogen. Once purging was complete, the reactor was heated to 45-55° C. and pressurized to 50 psi with hydrogen... Reagents/catalysts: [OH-].[OH-].[Pd+2] (Pd(OH)2/C). Reaction conditions: temperature 50 celsius, time 1 hour. Product: CN(C=1C2=C(N=CN1)NC=C2)[C@H]2CNCC[C@H]2C (methyl-[(3R,4R)-4-methyl-piperidin-3-yl]-(7H-pyrrolo[2,3-d]pyrimidin-4-yl)-amine). Starting materials: S(O)(O)(=O)=O (sulfuric acid), O (water), 85, P(O)(O)(O)=O (phosphoric acid), CC1=CC=CC=C1CCl (o-xylyl chloride), 31. Yields the product C(C1=CC=CC=C1)C1=C(C=CC=C1)C (o-benzyltoluene). Run in C1=CC=CC=C1 (benzene). As a reaction SMILES: S(=O)(=O)(O)O.O.P(=O)(O)(O)O.[CH3:12][C:13]1[C:18]([CH2:19]Cl)=[CH:17][CH:16]=[CH:15][CH:14]=1>C1C=CC=CC=1>[CH2:19]([C:18]1[CH:17]=[CH:16][CH:15]=[CH:14][C:13]=1[CH3:12])[C:13]1[CH:18]=[CH:17][CH:16]=[CH:15][CH:14]=1. Isolated yield 93.6%. Reported procedure: A mixture of 3,200 parts of concentrated sulfuric acid (98% strength by weight), 400 parts of water and 1,800 parts of 85 per cent strength by weight phosphoric acid is circulated in a reactor by pumping with a centrifugal pump. A solution of 1,680 parts of o-xylyl chloride and 4,680 parts of benzene is added in the course of 31/2 hours at from 75° to 77° C; an emulsion forms. A part of the emulsion is fed continuously from an overflow into a receiver. The inorganic phase is returned to the circ...